This data is from the Open Reaction Database (ORD), a public repository of structured organic reaction records. The task is: describe an organic reaction: reactants, conditions, products, and yield Reactants: ClC1=CC=C(C2=CC=C(C=C2C2=NC3=CC=C(C=C3C=C2)C2=NC3=C(N2C2CCCCC2)C=CC(=C3)C(=O)O)OCCOC)C=C1 (2-{2-[4′-Chloro-4-(2-methoxy-ethoxy)-biphen-2-yl]-quinolin-6-yl}-1-cyclohexyl-1H-benzoimidazole-5-carboxylic acid), BrCCOCC (1-bromo-2-ethoxy ethane), BrCCOC (1-bromo-2-methoxy ethane). The product is ClC1=CC=C(C2=CC=C(C=C2C2=NC3=CC=C(C=C3C=C2)C2=NC3=C(N2C2CCCCC2)C=CC(=C3)C(=O)O)OCCOCC)C=C1 (2-{2-[4′-Chloro-4-(2-ethoxy-ethoxy)-biphen-2-yl]-quinolin-6-yl}-1-cyclohexyl-1H-benzoimidazole-5-carboxylic acid). RXN SMILES: [Cl:1][C:2]1[CH:46]=[CH:45][C:5]([C:6]2[C:11]([C:12]3[CH:21]=[CH:20][C:19]4[C:14](=[CH:15][CH:16]=[C:17]([C:22]5[N:26]([CH:27]6[CH2:32][CH2:31][CH2:30][CH2:29][CH2:28]6)[C:25]6[CH:33]=[CH:34][C:35]([C:37]([OH:39])=[O:38])=[CH:36][C:24]=6[N:23]=5)[CH:18]=4)[N:13]=3)=[CH:10][C:9]([O:40][CH2:41][CH2:42][O:43][CH3:44])=[CH:8][CH:7]=2)=[CH:4][CH:3]=1.Br[CH2:48]COCC.BrCCOC>>[Cl:1][C:2]1[CH:3]=[CH:4][C:5]([C:6]2[C:11]([C:12]3[CH:21]=[CH:20][C:19]4[C:14](=[CH:15][CH:16]=[C:17]([C:22]5[N:26]([CH:27]6[CH2:32][CH2:31][CH2:30][CH2:29][CH2:28]6)[C:25]6[CH:33]=[CH:34][C:35]([C:37]([OH:39])=[O:38])=[CH:36][C:24]=6[N:23]=5)[CH:18]=4)[N:13]=3)=[CH:10][C:9]([O:40][CH2:41][CH2:42][O:43][CH2:44][CH3:48])=[CH:8][CH:7]=2)=[CH:45][CH:46]=1. Procedure details: The title compound was synthesized as described for Compound 475, except 1-bromo-2-ethoxy ethane was used for alkylation instead of 1-bromo-2-methoxy ethane. Starting materials: O=C1Nc2ccccc2CCC1Br, CCOC(=O)CBr, O=C([O-])[O-], CN(C)C=O, [K+], [K+]. The product is CCOC(=O)CN1C(=O)C(Br)CCc2ccccc21. As a reaction SMILES: [Br:1][CH:2]1[C:3](=[O:13])[NH:4][c:5]2[c:6]([cH:9][cH:10][cH:11][cH:12]2)[CH2:7][CH2:8]1.[Br:20][CH2:21][C:22](=[O:23])[O:24][CH2:25][CH3:26].[C:14](=[O:15])([O-:16])[O-:17].[CH3:27][N:28]([CH3:29])[CH:30]=[O:31].[K+:18].[K+:19]>>[Br:1][CH:2]1[C:3](=[O:13])[N:4]([CH2:21][C:22](=[O:23])[O:24][CH2:25][CH3:26])[c:5]2[c:6]([cH:9][cH:10][cH:11][cH:12]2)[CH2:7][CH2:8]1. Starting materials: Cl.BrC1=NC(=CC=C1)C (2-bromo-6-methylpyridine hydrochloride), CC1=C(CS)C=C(C=C1)C (2,5-dimethylbenzylmercaptan), [OH-].[Na+] (sodium hydroxide), O (water). Solvent: CN(C)C=O (DMF). Product: CC1=C(C=C(C=C1)C)CSC1=[N+](C(=CC=C1)C)[O-] (2-[(2,5-dimethylphenyl)methylthio]-6-methylpyridine-1-oxide). Reaction SMILES: Cl.Br[C:3]1[CH:8]=[CH:7][CH:6]=[C:5]([CH3:9])[N:4]=1.[CH3:10][C:11]1[CH:18]=[CH:17][C:16]([CH3:19])=[CH:15][C:12]=1[CH2:13][SH:14].[OH-:20].[Na+].O>CN(C=O)C>[CH3:10][C:11]1[CH:18]=[CH:17][C:16]([CH3:19])=[CH:15][C:12]=1[CH2:13][S:14][C:3]1[CH:8]=[CH:7][CH:6]=[C:5]([CH3:9])[N+:4]=1[O-:20] |f:0.1,3.4|. Procedure: A mixture of 4.48 g (0.020 mole) of 2-bromo-6-methylpyridine hydrochloride, 3.34 g (0.022 mole) of 2,5-dimethylbenzylmercaptan and 0.88 g (0.022 mole) of powdered sodium hydroxide were stirred together at room temperature in 35 ml of DMF for 3.5 hours. The reaction mixture was poured into water and the precipitate filtered off and washed with water. Yield 1.96 g or 38%. Starting materials: BrC=1C=C(C=CC1)C(CCNC(OC(C)(C)C)=O)O (tert-butyl 3-(3-bromophenyl)-3-hydroxypropylcarbamate), COCCCC#C (5-methoxypent-1-yne). Yields the product OC(CCNC(OC(C)(C)C)=O)C1=CC(=CC=C1)C#CCCCOC (tert-butyl 3-hydroxy-3-(3-(5-methoxypent-1-ynyl)phenyl)propylcarbamate). As a reaction SMILES: Br[C:2]1[CH:3]=[C:4]([CH:8]([OH:19])[CH2:9][CH2:10][NH:11][C:12](=[O:18])[O:13][C:14]([CH3:17])([CH3:16])[CH3:15])[CH:5]=[CH:6][CH:7]=1.[CH3:20][O:21][CH2:22][CH2:23][CH2:24][C:25]#[CH:26]>>[OH:19][CH:8]([C:4]1[CH:5]=[CH:6][CH:7]=[C:2]([C:26]#[C:25][CH2:24][CH2:23][CH2:22][O:21][CH3:20])[CH:3]=1)[CH2:9][CH2:10][NH:11][C:12](=[O:18])[O:13][C:14]([CH3:17])([CH3:16])[CH3:15]. Procedure details: Sonogashira reaction of 39 with 5-methoxypent-1-yne gave tert-butyl 3-hydroxy-3-(3-(5-methoxypent-1-ynyl)phenyl)propylcarbamate as brown oil. Yield (0.347 g, 66%): 1H NMR (400 MHz, CDCl3) δ 7.39 (s, 1H), 7.27-7.37 (m, 3H), 4.83-4.85 (bs, 1H), 4.69-4.71 (m, 1H), 3.66-3.71 (m, 1H), 3.52 (t, J=6.4 Hz, 2H), 3.48 (m, 1H), 3.36 (s, 3H), 3.29 (bs, 1H), 2.49 (t, J=6.4 Hz, 2H), 1.80-2.02 (m, 4H), 1.45 (s, 9H). Starting materials: C(C)OC(=O)N1CCN(CC1)C1=NC(=NC2=C1OCC(N2)=O)C (4-(4-Ethoxycarbonyl-1-piperazinyl)-2-methyl-6,7-dihydro-8H-pyrimido[5,4-b][1,4]oxazin-7-one), O1C(CO)C1 (2,3-epoxy-1-propanol). Reagents/catalysts: [Br-].C(CCC)[N+](CCCC)(CCCC)CCCC (tetra(n-butyl)-ammonium bromide). The solvent is C1=CC=CC=C1 (benzene). Reaction conditions: time 5 hour. Yields the product OC(CN1C2=C(OCC1=O)C(=NC(=N2)C)N2CCN(CC2)C(=O)OCC)CO (8-(2,3-Dihydroxypropyl)-4-(4-ethoxycarbonyl-1-piperazinyl)-2-methyl-6,7-dihydro-8H-pyrimido[5,4-b][1,4]oxazin-7-one). Isolated yield 83.0%. As a reaction SMILES: [CH2:1]([O:3][C:4]([N:6]1[CH2:11][CH2:10][N:9]([C:12]2[C:17]3[O:18][CH2:19][C:20](=[O:22])[NH:21][C:16]=3[N:15]=[C:14]([CH3:23])[N:13]=2)[CH2:8][CH2:7]1)=[O:5])[CH3:2].[O:24]1[CH2:28][CH:25]1[CH2:26][OH:27]>[Br-].C([N+](CCCC)(CCCC)CCCC)CCC.C1C=CC=CC=1>[OH:24][CH:25]([CH2:26][OH:27])[CH2:28][N:21]1[C:20](=[O:22])[CH2:19][O:18][C:17]2[C:12]([N:9]3[CH2:10][CH2:11][N:6]([C:4]([O:3][CH2:1][CH3:2])=[O:5])[CH2:7][CH2:8]3)=[N:13][C:14]([CH3:23])=[N:15][C:16]1=2 |f:2.3|. Reported procedure: A suspension containing 0.96 g of 4-(4-ethoxycarbonyl-1-piperazinyl)-2-methyl-6,7-dihydro-8H-pyrimido[5,4-b][1,4]oxazin-7-one (Example 1), 0.44 g of 2,3-epoxy-1-propanol, 0.0966 g of tetra(n-butyl)-ammonium bromide and 20 ml of abs. benzene is boiled under stirring for 5 hours and left to stand at room temperature overnight. The crystals are filtered, washed with diisopropyl ethyl and dried to give 0.98 g (83%) of the product, m.p.: 146°-148° C. The reactants are ClC1=CC(=NC=N1)OC=1C=C2C=CC=NC2=CC1 (6-chloro-4-(quinolin-6-yloxy)-pyrimidine), [N-]=[N+]=[N-].[Na+] (NaN3). The solvent is CCOC(=O)C (EtOAc), O (water), CN(C)C=O (DMF). Reaction conditions: temperature 60 celsius, time 60 minute. Product: N(=[N+]=[N-])C1=CC(=NC=N1)OC=1C=C2C=CC=NC2=CC1 (6-Azido-4-(quinolin-6-yloxy)-pyrimidine). RXN SMILES: Cl[C:2]1[N:7]=[CH:6][N:5]=[C:4]([O:8][C:9]2[CH:10]=[C:11]3[C:16](=[CH:17][CH:18]=2)[N:15]=[CH:14][CH:13]=[CH:12]3)[CH:3]=1.[N-:19]=[N+:20]=[N-:21].[Na+]>CN(C=O)C.CCOC(C)=O.O>[N:19]([C:2]1[N:7]=[CH:6][N:5]=[C:4]([O:8][C:9]2[CH:10]=[C:11]3[C:16](=[CH:17][CH:18]=2)[N:15]=[CH:14][CH:13]=[CH:12]3)[CH:3]=1)=[N+:20]=[N-:21] |f:1.2|. Reported procedure: To a solution of 9.4 g (36.4 mMol) of 6-chloro-4-(quinolin-6-yloxy)-pyrimidine in 110 ml DMF, 4.74 g (73 mMol) NaN3 are added. After stirring for 60 min at 60° C., the solution is diluted with EtOAc and water. The aqueous layer is separated off and extracted 2× with EtOAc. The organic phases are washed with water and brine, dried (Na2SO4) and concentrate in vacuo to give the crude title compound which is used as such in the next step: MS: [M+1]+=265.